Dataset: the Open Reaction Database (ORD), a public repository of structured organic reaction records. Task: describe an organic reaction: reactants, conditions, products, and yield Reactants: CC(=O)OC(C)=O, CC(=O)O, Cl, O=[N+]([O-])O, O=C(O)COc1ccc(CCNS(=O)(=O)c2ccccc2)cc1. RXN SMILES: [CH3:24][C:25]([O:26][C:27](=[O:28])[CH3:29])=[O:30].[CH3:36][C:37](=[O:38])[OH:39].[ClH:35].[OH:31][N+:32]([O-:33])=[O:34].[c:1]1([S:7](=[O:8])(=[O:9])[NH:10][CH2:11][CH2:12][c:13]2[cH:14][cH:15][c:16]([O:17][CH2:18][C:19](=[O:20])[OH:21])[cH:22][cH:23]2)[cH:2][cH:3][cH:4][cH:5][cH:6]1>>[c:1]1([S:7](=[O:8])(=[O:9])[NH:10][CH2:11][CH2:12][c:13]2[cH:14][cH:15][c:16]([O:17][CH2:18][C:19](=[O:20])[OH:21])[c:22]([N+:32](=[O:31])[O-:33])[cH:23]2)[cH:2][cH:3][cH:4][cH:5][cH:6]1. The product is O=C(O)COc1ccc(CCNS(=O)(=O)c2ccccc2)cc1[N+](=O)[O-]. Reactants: C(C)(=O)OCCOC1=CC=CC2=C1CC(C=1C(=NC=CC1)O2)=CCCN2CCC(CC2)(O)C2=CC=C(C=C2)Cl (1-[3-(7-(2-Acetoxyethyl)oxy-5,11-dihydro [1]benzoxepino[2,3-b]pyridin-5-ylidene)propyl]-4-(4-chlorophenyl)piperidin-4-ol), [OH-].[Na+] (sodium hydroxide), O (Water), C(C)(=O)OCC (ethyl acetate). The solvent is C(C)O (ethanol). Yields the product ClC1=CC=C(C=C1)C1(CCN(CC1)CCC=C1CC2=C(OC3=NC=CC=C31)C=CC=C2OCCO)O (4-(4-Chlorophenyl)-1-[3-(5,11-dihydro-7-(2-hydroxyethyl)oxy[1]benzoxepino[2,3-b]pyridin-5-ylidene)propyl]piperidin-4-ol). Yield: 92.8%. As a reaction SMILES: C([O:4][CH2:5][CH2:6][O:7][C:8]1[C:13]2[CH2:14][C:15](=[CH:23][CH2:24][CH2:25][N:26]3[CH2:31][CH2:30][C:29]([C:33]4[CH:38]=[CH:37][C:36]([Cl:39])=[CH:35][CH:34]=4)([OH:32])[CH2:28][CH2:27]3)[C:16]3[C:17]([O:22][C:12]=2[CH:11]=[CH:10][CH:9]=1)=[N:18][CH:19]=[CH:20][CH:21]=3)(=O)C.[OH-].[Na+].O.C(OCC)(=O)C>C(O)C>[Cl:39][C:36]1[CH:37]=[CH:38][C:33]([C:29]2([OH:32])[CH2:28][CH2:27][N:26]([CH2:25][CH2:24][CH:23]=[C:15]3[C:16]4[C:17](=[N:18][CH:19]=[CH:20][CH:21]=4)[O:22][C:12]4[CH:11]=[CH:10][CH:9]=[C:8]([O:7][CH2:6][CH2:5][OH:4])[C:13]=4[CH2:14]3)[CH2:31][CH2:30]2)=[CH:34][CH:35]=1 |f:1.2|. Procedure details: To a solution of 1-[3-(7-(2-acetoxyethyl)oxy-5,11-dihydro[1]benzoxepino[2,3-b]pyridin-5-ylidene)propyl]-4-(4-chlorophenyl)piperidin-4-ol (Example 50)(140 mg) in ethanol (5 ml) were added 15% sodium hydroxide aqueous solution (2 ml) and the mixture was heated to reflux for 1 hour. Water and ethyl acetate were added to the reaction mixture, the organic layer was separated and washed with saturated aqueous sodium chloride, and dried with magnesium sulfate. The solvent was distilled off under reduce... The reactants are C(C)(=O)O[C@H]1[C@H](O[C@@H]([C@H]([C@@H]1NC(C(F)(F)F)=O)OC(C)=O)COC(C)=O)Br (2,4,6-Tri-O-acetyl-1-bromo-1,3-dideoxy-3-trifluoroacetamido-α-D-glucopyranose), C(C)(=O)OCC (ethyl acetate). Reaction conditions: time 2.5 hour. Product: C(C)(=O)O[C@H]1[C@@H](C=C(O)O[C@@H]1COC(C)=O)NC(C(F)(F)F)=O (4,6-Di-O-acetyl-2,3-dideoxy-3-trifluoroacetamido-D-arabino-hex-1-enopyranos). Reaction SMILES: C(O[C@@H:5]1[C@@H:10]([NH:11][C:12](=[O:17])[C:13]([F:16])([F:15])[F:14])[C@H:9]([O:18][C:19](=[O:21])[CH3:20])[C@@H:8]([CH2:22][O:23][C:24](=[O:26])[CH3:25])[O:7][C@@H:6]1Br)(=O)C.C(OCC)(=[O:30])C>>[C:19]([O:18][C@@H:9]1[C@@H:8]([CH2:22][O:23][C:24](=[O:26])[CH3:25])[O:7][C:6]([OH:30])=[CH:5][C@H:10]1[NH:11][C:12](=[O:17])[C:13]([F:16])([F:15])[F:14])(=[O:21])[CH3:20]. Procedure: 2,4,6-Tri-O-acetyl-1-bromo-1,3-dideoxy-3-trifluoroacetamido-α-D-glucopyranose [Chem. Ber. 104, 1 (1971)] is added to the cooled mixture at 5°-15° and continued stirring for 2.5 hours at 5°. When the reaction is complete as measured by TLC (ethyl acetate-SSB, 1:2) the mixture is filtered over a pad of filter-aid and washed with methylene chloride. Starting materials: OC1=CC=C(C=C1)NCC(=O)O (4-hydroxy phenylglycine), methyl and ethyl esters, N[C@@H](CC1=CNC=N1)C(=O)O (histidine). Yields the product N[C@@H](CC1=CC=C(C=C1)O)C(=O)O (L-tyrosine), amino acid ester. RXN SMILES: [NH2:1][C@H:2]([C:9]([OH:11])=[O:10])[CH2:3][C:4]1N=CN[CH:5]=1.[OH:12][C:13]1[CH:18]=CC(NCC(O)=O)=[CH:15][CH:14]=1>>[NH2:1][C@H:2]([C:9]([OH:11])=[O:10])[CH2:3][C:4]1[CH:15]=[CH:14][C:13]([OH:12])=[CH:18][CH:5]=1. Reported procedure: The above procedure is repeated using the methyl and ethyl esters of histidine and 4-hydroxy phenylglycine, and the ethyl ester of L-tyrosine to produce the corresponding amino acid ester derivatives.